The task is: describe an organic reaction: reactants, conditions, products, and yield. This data is from the Open Reaction Database (ORD), a public repository of structured organic reaction records. Reactants: CCC(C)(C)O, [Li]CCCC, CN(C)C=O, CCOCC, O=C(O)c1cc(Cl)c(Cl)nc1Cl, O=S(Cl)Cl. Product: CCC(C)(C)OC(=O)c1cc(Cl)c(Cl)nc1Cl. As a reaction SMILES: [C:18]([CH3:19])([CH3:20])([CH2:21][CH3:22])[OH:23].[CH2:24]([Li:25])[CH2:26][CH2:27][CH3:28].[CH3:13][N:14]([CH3:15])[CH:16]=[O:17].[CH3:33][CH2:34][O:35][CH2:36][CH3:37].[Cl:1][c:2]1[c:3]([C:4](=[O:5])[OH:6])[cH:7][c:8]([Cl:12])[c:9]([Cl:11])[n:10]1.[S:29]([Cl:30])([Cl:31])=[O:32]>>[Cl:1][c:2]1[c:3]([C:4](=[O:5])[O:6][C:18]([CH3:19])([CH3:20])[CH2:21][CH3:22])[cH:7][c:8]([Cl:12])[c:9]([Cl:11])[n:10]1.